From a dataset of the Open Reaction Database (ORD), a public repository of structured organic reaction records. describe an organic reaction: reactants, conditions, products, and yield Reactants: C1(=CC=C(C=C1)S(=O)(=O)O)C (p-toluenesulphonic acid), O (water), C(C)(C)=NN1C(N(C(N=C1SCC)=O)CC(C)(C)C)=O (1-isopropylideneamino-6-ethylthio-3-neopentyl-1,3,5-triazine-2,4(1H,3H)-dione). Run in C(C)(C)O (isopropanol). Reaction conditions: temperature 60 celsius, time 1 hour. The product is NN1C(N(C(N=C1SCC)=O)CC(C)(C)C)=O (1-amino-6-ethylthio-3-neopentyl-1,3,5-triazine-2,4(1H,3H)-dione). The yield is 91.0%. RXN SMILES: C1(C)C=CC(S(O)(=O)=O)=CC=1.O.C(=[N:16][N:17]1[C:22]([S:23][CH2:24][CH3:25])=[N:21][C:20](=[O:26])[N:19]([CH2:27][C:28]([CH3:31])([CH3:30])[CH3:29])[C:18]1=[O:32])(C)C>C(O)(C)C>[NH2:16][N:17]1[C:22]([S:23][CH2:24][CH3:25])=[N:21][C:20](=[O:26])[N:19]([CH2:27][C:28]([CH3:31])([CH3:30])[CH3:29])[C:18]1=[O:32]. Procedure details: 1.1 g of p-toluenesulphonic acid and 5.4 ml of water are added to a solution of 34.1 g (0.114 mol) of 1-isopropylideneamino-6-ethylthio-3-neopentyl-1,3,5-triazine-2,4(1H,3H)-dione (V-2) in 150 ml of isopropanol at 60° C. and the mixture is stirred at 60° C. for one hour, during which most of the reaction product crystallises out. About 80 ml of material are distilled off under 200-300 mbar, the concentrate is cooled at 0° C. and the crystals are filtered off with suction and washed with a little... Reactants: FC(C1=CC=C(COC2=C(C=CC=C2)CO)C=C1)(F)F ([2-(4-Trifluoromethyl-benzyloxy)-phenyl]-methanol), COC(COC1=C2CCCC2=C(C=C1)SCC1=C(C=CC=C1)OCC1=CC=C(C=C1)C(F)(F)F)=O ({7-[2-(4-Trifluoromethyl-benzyloxy)-benzylsulfanyl]-indan-4-yloxy}-acetic acid methyl ester), COC(COC1=C2CCCC2=C(C=C1)SCC1=C(C=CC=C1)OCC1=CC=C(C=C1)C(F)(F)F)=O ({7-[2-(4-Trifluoromethyl-benzyloxy)-benzylsulfanyl]-indan-4-yloxy}-acetic acid methyl ester). Product: FC(C1=CC=C(COC2=C(CSC=3C=CC(=C4CCCC34)OCC(=O)O)C=CC=C2)C=C1)(F)F ({7-[2-(4-Trifluoromethyl-benzyloxy)-benzylsulfanyl]-indan-4-yloxy}-acetic acid). As a reaction SMILES: FC(F)(F)C1C=CC(COC2C=CC=CC=2CO)=CC=1.C[O:22][C:23](=[O:55])[CH2:24][O:25][C:26]1[CH:34]=[CH:33][C:32]([S:35][CH2:36][C:37]2[CH:42]=[CH:41][CH:40]=[CH:39][C:38]=2[O:43][CH2:44][C:45]2[CH:50]=[CH:49][C:48]([C:51]([F:54])([F:53])[F:52])=[CH:47][CH:46]=2)=[C:31]2[C:27]=1[CH2:28][CH2:29][CH2:30]2>>[F:53][C:51]([F:52])([F:54])[C:48]1[CH:49]=[CH:50][C:45]([CH2:44][O:43][C:38]2[CH:39]=[CH:40][CH:41]=[CH:42][C:37]=2[CH2:36][S:35][C:32]2[CH:33]=[CH:34][C:26]([O:25][CH2:24][C:23]([OH:55])=[O:22])=[C:27]3[C:31]=2[CH2:30][CH2:29][CH2:28]3)=[CH:46][CH:47]=1. Procedure: The title compound was prepared in the manner analogous to Example 3B using 81A. MS m/z 265 (M-Cl). Step 3. Preparation of {7-[2-(4-Trifluoromethyl-benzyloxy)-benzylsulfanyl]-indan-4-yloxy}-acetic acid methyl ester (Compound 81C)